Task: describe an organic reaction: reactants, conditions, products, and yield. Dataset: the Open Reaction Database (ORD), a public repository of structured organic reaction records Reactants: C[O-], CO, CCOc1ccc(Cc2cc(C3OC(CI)C(O)C(O)C3O)ccc2Cl)cc1, [Na+], O. Yields the product C=C1OC(c2ccc(Cl)c(Cc3ccc(OCC)cc3)c2)C(O)C(O)C1O. As a reaction SMILES: [CH3:29][O-:30].[CH3:32][OH:33].[Cl:1][c:2]1[c:3]([CH2:19][c:20]2[cH:21][cH:22][c:23]([O:26][CH2:27][CH3:28])[cH:24][cH:25]2)[cH:4][c:5]([CH:8]2[O:9][CH:10]([CH2:17][I:18])[CH:11]([OH:16])[CH:12]([OH:15])[CH:13]2[OH:14])[cH:6][cH:7]1.[Na+:31].[OH2:34]>>[Cl:1][c:2]1[c:3]([CH2:19][c:20]2[cH:21][cH:22][c:23]([O:26][CH2:27][CH3:28])[cH:24][cH:25]2)[cH:4][c:5]([CH:8]2[O:9][C:10](=[CH2:17])[CH:11]([OH:16])[CH:12]([OH:15])[CH:13]2[OH:14])[cH:6][cH:7]1. Starting materials: C(C)(C)(C)C1=CC(=C(C(=O)OC)C=C1)O (methyl 4-tert-butyl-2-hydroxybenzoate), FC1=NC(=CC=C1)C(F)(F)F (2-fluoro-6-(trifluoromethyl)pyridine), C(=O)([O-])[O-].[Cs+].[Cs+] (Cs2CO3). Run in CN(C)C=O (DMF), O (water). Conditions: temperature 70 celsius. Yields the product C(C)(C)(C)C1=CC(=C(C(=O)OC)C=C1)OC1=NC(=CC=C1)C(F)(F)F (methyl 4-tert-butyl-2-(6-(trifluoromethyl)pyridin-2-yloxy)benzoate). The yield is 40.8%. RXN SMILES: [C:1]([C:5]1[CH:14]=[CH:13][C:8]([C:9]([O:11][CH3:12])=[O:10])=[C:7]([OH:15])[CH:6]=1)([CH3:4])([CH3:3])[CH3:2].F[C:17]1[CH:22]=[CH:21][CH:20]=[C:19]([C:23]([F:26])([F:25])[F:24])[N:18]=1.C([O-])([O-])=O.[Cs+].[Cs+]>CN(C=O)C.O>[C:1]([C:5]1[CH:14]=[CH:13][C:8]([C:9]([O:11][CH3:12])=[O:10])=[C:7]([O:15][C:17]2[CH:22]=[CH:21][CH:20]=[C:19]([C:23]([F:26])([F:25])[F:24])[N:18]=2)[CH:6]=1)([CH3:4])([CH3:2])[CH3:3] |f:2.3.4|. Procedure details: A mixture of methyl 4-tert-butyl-2-hydroxybenzoate (0.70 g, 3.4 mmol), 2-fluoro-6-(trifluoromethyl)pyridine (0.55 g, 3.4 mmol), and Cs2CO3 (1.1 g, 3.4 mmol) in DMF (15 mL) was heated at 70° C. for 19 hours. The reaction was diluted with water and extracted with ethyl acetate. The combined extracts were washed with brine and water, dried over sodium sulfate, and evaporated. The residue was purified by column chromatography on silica gel with 0-15% ethyl acetate in hexanes to give methyl 4-tert-bu... The reactants are resultant suspension, NC1=CC2=CC(=CC(=C2C=C1)O)S(=O)(=O)O (2-amino-5-hydroxynaphthalene-7-sulfonic acid), O (water), C([O-])([O-])=O.[Na+].[Na+] (sodium carbonate), 22, [OH-].[Na+] (sodium hydroxide), diazonium salt, FC1=NC(=CC(=N1)F)F (2,4,6-trifluoropyrimidine). Conditions: temperature 42.5 celsius. The product is 34.6, NC1=CC=C(C=C1)S(=O)(=O)O (4-aminobenzene-sulfonic acid), N(=O)[O-].[Na+] (sodium nitrite). Reaction SMILES: [NH2:1]C1C=C[C:9]2[C:4](=[CH:5][C:6]([S:13]([OH:16])(=[O:15])=[O:14])=[CH:7][C:8]=2O)C=1.[OH-:17].[Na+:18].FC1N=C(F)C=C(F)[N:21]=1.C(=O)([O-])[O-].[Na+].[Na+].[OH2:34]>>[NH2:21][C:9]1[CH:8]=[CH:7][C:6]([S:13]([OH:16])(=[O:15])=[O:14])=[CH:5][CH:4]=1.[N:1]([O-:34])=[O:17].[Na+:18] |f:1.2,4.5.6,9.10|. Reported procedure: 47.8 parts of 2-amino-5-hydroxynaphthalene-7-sulfonic acid are stirred into 500 parts of water at 25° C. and are dissolved by the addition of 22 parts of a 30% by weight solution of sodium hydroxide. To this solution is added 26.8 parts of 2,4,6-trifluoropyrimidine dropwise over a 30 minute period. At the same time a 20% of sodium carbonate solution is added to this mixture continuously in order to maintain the pH of the mixture at 4-5. The reaction temperature is increased to 40-45° C. The end ... Reactants: ClC1=C(CC(C(=O)OCC)C(=O)OCC)C=CC(=C1)C#N (diethyl 2-(2-chloro-4-cyanobenzyl)malonate), [Cl-].[Na+] (sodium chloride). Run in O (water), CS(=O)C (DMSO), O (water). Conditions: temperature 135 celsius. Product: ClC1=C(C=CC(=C1)C#N)CCC(=O)OCC (ethyl 3-(2-chloro-4-cyanophenyl)propanoate). RXN SMILES: [Cl:1][C:2]1[CH:19]=[C:18]([C:20]#[N:21])[CH:17]=[CH:16][C:3]=1[CH2:4][CH:5](C(OCC)=O)[C:6]([O:8][CH2:9][CH3:10])=[O:7].[Cl-].[Na+]>CS(C)=O.O>[Cl:1][C:2]1[CH:19]=[C:18]([C:20]#[N:21])[CH:17]=[CH:16][C:3]=1[CH2:4][CH2:5][C:6]([O:8][CH2:9][CH3:10])=[O:7] |f:1.2|. Procedure: A mixture of diethyl 2-(2-chloro-4-cyanobenzyl)malonate (9.0 g, 0.03 mol), sodium chloride (2.12 g, 0.04 mol), and water (0.86 g 0.05 mol) in 30 mL of DMSO was heated to 135° C. and then the temperature was gradually raised to 170° C. over a 3 h period. The mixture was diluted with water and extracted with ether. Evaporation and distillation gave ethyl 3-(2-chloro-4-cyanophenyl)propanoate as an oil: 5.8 g; bp 138°-140° C. (0.1 mm Hg) Anal. calcd for C12H12ClNO2 : C, 60.64; H, 5.09; N, 5.89. Foun... The reactants are CCBr, Brc1ccccc1COC1CCCCO1, C1CCOC1, CON(C)C(=O)c1cc(C)no1, [Mg], O. RXN SMILES: [Br:2][CH2:3][CH3:4].[Br:5][c:6]1[c:7]([CH2:12][O:13][CH:14]2[O:15][CH2:16][CH2:17][CH2:18][CH2:19]2)[cH:8][cH:9][cH:10][cH:11]1.[CH2:33]1[O:34][CH2:35][CH2:36][CH2:37]1.[CH3:20][O:21][N:22]([C:23](=[O:24])[c:25]1[cH:26][c:27]([CH3:30])[n:28][o:29]1)[CH3:31].[Mg:1].[OH2:32]>>[c:6]1([C:23](=[O:24])[c:25]2[cH:26][c:27]([CH3:30])[n:28][o:29]2)[c:7]([CH2:12][O:13][CH:14]2[O:15][CH2:16][CH2:17][CH2:18][CH2:19]2)[cH:8][cH:9][cH:10][cH:11]1. Yields the product Cc1cc(C(=O)c2ccccc2COC2CCCCO2)on1. The reactants are BrC=1C=CC(=C(C=O)C1)F (5-Bromo-2-fluorobenzaldehyde), [Cl-].[NH4+] (ammonium chloride), CC(C)([O-])C.[K+] (Potassium tert-butoxide), [Cl-].COC[P+](C1=CC=CC=C1)(C1=CC=CC=C1)C1=CC=CC=C1 ((methoxymethyl)triphenylphosphonium chloride). Solvent: C1CCOC1 (THF), C1CCOC1 (THF). Run at time 0.5 hour. Product: BrC1=CC(=C(C=C1)F)C=COC (4-Bromo-1-fluoro-2-(2-methoxyvinyl)benzene). The yield is 90.0%. As a reaction SMILES: CC(C)([O-])C.[K+].[Cl-].[CH3:8][O:9][CH2:10][P+](C1C=CC=CC=1)(C1C=CC=CC=1)C1C=CC=CC=1.[Br:30][C:31]1[CH:32]=[CH:33][C:34]([F:39])=[C:35]([CH:38]=1)[CH:36]=O.[Cl-].[NH4+]>C1COCC1>[Br:30][C:31]1[CH:32]=[CH:33][C:34]([F:39])=[C:35]([CH:36]=[CH:8][O:9][CH3:10])[CH:38]=1 |f:0.1,2.3,5.6|. Reported procedure: Potassium tert-butoxide (1.2 molar equivalents) was added portionwise, over 30 minutes, to a stirred suspension of (methoxymethyl)triphenylphosphonium chloride (1.3 molar equivalents) in THF (2.5 volumes) at −3° C. (+ or −2° C.). A deep red colour developed. The temperature was ramped to 18° C. over 0.5 hour and the reaction stirred for a further 1.5 hours. 5-Bromo-2-fluorobenzaldehyde (limiting reagent) as a solution in THF (5 volumes) was then added over 90 minutes, such that the temperature o... The reactants are Cc1ccc(S(=O)(=O)Cl)cc1, Cn1cccc1CCO, c1ccncc1. Product: Cc1ccc(S(=O)(=O)OCCc2cccn2C)cc1. As a reaction SMILES: [CH3:10][c:11]1[cH:12][cH:13][c:14]([S:17](=[O:18])(=[O:19])[Cl:20])[cH:15][cH:16]1.[CH3:1][n:2]1[c:3]([CH2:7][CH2:8][OH:9])[cH:4][cH:5][cH:6]1.[cH:21]1[cH:22][cH:23][n:24][cH:25][cH:26]1>>[CH3:1][n:2]1[c:3]([CH2:7][CH2:8][O:9][S:17]([c:14]2[cH:13][cH:12][c:11]([CH3:10])[cH:16][cH:15]2)(=[O:18])=[O:19])[cH:4][cH:5][cH:6]1. The reactants are FC(C(=O)O)(F)F.ClC1=CC=C2C(=C1)NC(C21C(NC(C1C1=CC(=CC=C1)Cl)C(=O)O)CC(C)(C)C)=O (rac-(2′S,3′R,4′R,5′R)-6-chloro-4′-(3-chloro-phenyl)-2′-(2,2-dimethyl-propyl)-2-oxo-1,2-dihydro-spiro[indole-3,3′-pyrrolidine]-5′-carboxylic acid trifluoroacetic acid), NC1=CC=C(C#N)C=C1 (4-aminobenzonitrile), C(C)(C)N(CC)C(C)C (diisopropylethylamine), C1(=CC=CC=C1)P(=O)(C1=CC=CC=C1)Cl (diphenylphosphinic chloride). Product: C(#N)C1=CC=C(C=C1)NC(=O)C1C(C2(C(N1)CC(C)(C)C)C(NC1=CC(=CC=C12)Cl)=O)C1=CC(=CC=C1)Cl (rac-(2′S,3′R,4′R,5′R)-6-chloro-4′-(3-chloro-phenyl)-2′-(2,2-dimethyl-propyl)-2-oxo-1,2-dihydro-spiro[indole-3,3′-pyrrolidine]-5′-carboxylic acid (4-cyano-phenyl)-amide). Isolated yield 53.7%. Reaction SMILES: FC(F)(F)C(O)=O.[Cl:8][C:9]1[CH:14]=[C:13]2[NH:15][C:16](=[O:37])[C:17]3([CH:21]([C:22]4[CH:27]=[CH:26][CH:25]=[C:24]([Cl:28])[CH:23]=4)[CH:20]([C:29](O)=[O:30])[NH:19][CH:18]3[CH2:32][C:33]([CH3:36])([CH3:35])[CH3:34])[C:12]2=[CH:11][CH:10]=1.C(N(C(C)C)CC)(C)C.C1(P(Cl)(C2C=CC=CC=2)=O)C=CC=CC=1.[NH2:62][C:63]1[CH:70]=[CH:69][C:66]([C:67]#[N:68])=[CH:65][CH:64]=1>>[C:67]([C:66]1[CH:69]=[CH:70][C:63]([NH:62][C:29]([CH:20]2[NH:19][CH:18]([CH2:32][C:33]([CH3:34])([CH3:35])[CH3:36])[C:17]3([C:12]4[C:13](=[CH:14][C:9]([Cl:8])=[CH:10][CH:11]=4)[NH:15][C:16]3=[O:37])[CH:21]2[C:22]2[CH:27]=[CH:26][CH:25]=[C:24]([Cl:28])[CH:23]=2)=[O:30])=[CH:64][CH:65]=1)#[N:68] |f:0.1|. Procedure: In a manner similar to the method described in Example 5, rac-(2′S,3′R,4′R,5′R)-6-chloro-4′-(3-chloro-phenyl)-2′-(2,2-dimethyl-propyl)-2-oxo-1,2-dihydro-spiro[indole-3,3′-pyrrolidine]-5′-carboxylic acid trifluoroacetic acid prepared in Example 63 (0.95 g, 1.7 mmol), was reacted with diisopropylethylamine (1.8 g, 14 mmol), diphenylphosphinic chloride (1.6 g, 6.8 mmol), then reacted with 4-aminobenzonitrile (Aldrich) (0.8 g, 6.8 mmol) to give rac-(2′S,3′R,4′R,5′R)-6-chloro-4′-(3-chloro-phenyl)-2′-... Conditions: time 12 hour. Reaction SMILES: C[CH:2](C)[CH2:3][CH2:4][CH2:5][CH2:6][CH2:7][CH2:8][CH2:9][CH2:10][CH2:11][C:12]([OH:14])=[O:13].[N+]([C:19]1C=CC(O)=CC=1)([O-])=O.C1(N=C=NC2CCCCC2)CCCCC1>CN(C)C=O>[CH3:19][CH:3]([CH3:2])[CH2:4][CH2:5][CH2:6][CH2:7][CH2:8][CH2:9][CH2:10][CH2:11][C:12]([OH:14])=[O:13]. Procedure: To 11-methyldodecanoic acid (400 mg) and para-nitrophenol (260 mg) dissolved in N,N-dimethylformamide (DMF, 30 ml) was added N,N'-dicyclohexylcarbodiimide (385 mg), and the mixture was stirred for 12 hours. The reaction mixture was filtered and concentrated to give the active ester of 10-methylundecanoic acid. To the active ester (620 mg), after having been dissolved in DMF, were added 6-(4'-N-glycyl-spicaminyl-amino)purine hydrochloride (710 mg) and triethylamine (2.0 ml), and the mixture was s... Starting materials: CC(CCCCCCCCCC(=O)O)C (11-methyldodecanoic acid), [N+](=O)([O-])C1=CC=C(C=C1)O (para-nitrophenol), C1(CCCCC1)N=C=NC1CCCCC1 (N,N'-dicyclohexylcarbodiimide). The solvent is CN(C=O)C (N,N-dimethylformamide). Yields the product ester, CC(CCCCCCCCC(=O)O)C (10-methylundecanoic acid). Starting materials: BrC1=C2N(N=C1C1=NC=CC=C1)CCC2 (3-bromo-2-(pyridin-2-yl)-5,6-dihydro-4H-pyrrolo[1,2-b]pyrazole), C([O-])([O-])=O.[K+].[K+] (potassium carbonate), bis(1,2-bis(diphenylphosphino)ethane)palladium(0), O1C2=C(OCCC1)C=C(C=C2)B(O)O (3,4-dihydro-2H-benzo[b][1,4]dioxepin-7-ylboronic acid). The reagents and catalysts are C=1C=CC(=CC1)/C=C/C(=O)/C=C/C2=CC=CC=C2.C=1C=CC(=CC1)/C=C/C(=O)/C=C/C2=CC=CC=C2.C=1C=CC(=CC1)/C=C/C(=O)/C=C/C2=CC=CC=C2.[Pd].[Pd] (Pd2(dba)3), C=1C=CC(=CC1)/C=C/C(=O)/C=C/C2=CC=CC=C2.C=1C=CC(=CC1)/C=C/C(=O)/C=C/C2=CC=CC=C2.C=1C=CC(=CC1)/C=C/C(=O)/C=C/C2=CC=CC=C2.[Pd].[Pd] (tris(dibenzylidene-acetone)dipalladium(0)). Solvent: C1CCOC1 (THF), CN(C)C=O (DMF). Reaction conditions: time 20 minute. Product: O1C2=C(OCCC1)C=C(C=C2)C2=C1N(N=C2C2=NC=CC=C2)CCC1 (3-(3,4-Dihydro-2H-benzo[b] [1,4]dioxepin-7-yl)-2-(pyridin-2-yl)-5,6-dihydro-4H-pyrrolo [1,2-b]pyrazole). Isolated yield 21.8%. As a reaction SMILES: Br[C:2]1[C:6]([C:7]2[CH:12]=[CH:11][CH:10]=[CH:9][N:8]=2)=[N:5][N:4]2[CH2:13][CH2:14][CH2:15][C:3]=12.[O:16]1[CH2:22][CH2:21][CH2:20][O:19][C:18]2[CH:23]=[C:24](B(O)O)[CH:25]=[CH:26][C:17]1=2.C(=O)([O-])[O-].[K+].[K+]>C1COCC1.CN(C=O)C.C1C=CC(/C=C/C(/C=C/C2C=CC=CC=2)=O)=CC=1.C1C=CC(/C=C/C(/C=C/C2C=CC=CC=2)=O)=CC=1.C1C=CC(/C=C/C(/C=C/C2C=CC=CC=2)=O)=CC=1.[Pd].[Pd]>[O:16]1[CH2:22][CH2:21][CH2:20][O:19][C:18]2[CH:23]=[C:24]([C:2]3[C:6]([C:7]4[CH:12]=[CH:11][CH:10]=[CH:9][N:8]=4)=[N:5][N:4]4[CH2:13][CH2:14][CH2:15][C:3]=34)[CH:25]=[CH:26][C:17]1=2 |f:2.3.4,7.8.9.10.11|. Procedure details: Add bis(1,2-bis(diphenylphosphino)ethane)palladium(0) (Pd(DIPHOS)2; 0.086 g, 0.095 mmol) and tris(dibenzylidene-acetone)dipalladium(0) (Pd2(dba)3); 0.088 g, 0.095 mmol) to a degassed solution of 3-bromo-2-(pyridin-2-yl)-5,6-dihydro-4H-pyrrolo[1,2-b]pyrazole (Preparation 4, 0.25 g, 0.95 mmol) in THF (2.5 mL). Purge the reaction mixture with nitrogen for 2 min and stir for 20 min at room temperature. Add 3,4-dihydro-2H-benzo[b][1,4]dioxepin-7-ylboronic acid (158 mg, 0.95 mmol) in DMF (1 mL). After...